This data is from the Open Reaction Database (ORD), a public repository of structured organic reaction records. The task is: describe an organic reaction: reactants, conditions, products, and yield Reactants: C(C)C(CC)NC1=C(C(=C(C=C1[N+](=O)[O-])C)C)[N+](=O)[O-] (N-(1-Ethylpropyl)-2,6-dinitro-3,4-xylidine), C([O-])(O)=O.[Na+] (sodium bicarbonate), C(C)O (ethanol), O.O.O.O.O.O.O.O.O.[S-2].[Na+].[Na+] (sodium sulfide nonahydrate). Run in O (water), O (water). Conditions: temperature 65 celsius, time 3 hour. Product: C(C)C(CC)NC=1C(=C(C(=CC1N)C)C)[N+](=O)[O-] (N4 -(1-Ethylpropyl)-3-nitro-o-xylene-4,5-diamine). RXN SMILES: [CH2:1]([CH:3]([NH:6][C:7]1[C:12]([N+:13]([O-])=O)=[CH:11][C:10]([CH3:16])=[C:9]([CH3:17])[C:8]=1[N+:18]([O-:20])=[O:19])[CH2:4][CH3:5])[CH3:2].C(O)C.O.O.O.O.O.O.O.O.O.[S-2].[Na+].[Na+].C(=O)(O)[O-].[Na+]>O>[CH2:1]([CH:3]([NH:6][C:7]1[C:8]([N+:18]([O-:20])=[O:19])=[C:9]([CH3:17])[C:10]([CH3:16])=[CH:11][C:12]=1[NH2:13])[CH2:4][CH3:5])[CH3:2] |f:2.3.4.5.6.7.8.9.10.11.12.13,14.15|. Procedure: N-(1-Ethylpropyl)-2,6-dinitro-3,4-xylidine (100 g.) is dissolved in 2500 ml. of ethanol and a solution of sodium sulfide nonahydrate (240 g.) and sodium bicarbonate (84 g.) in 500 ml. of water is added at 25°-42° C. The mixture is heated to 65° C. and held at 60°-65° C. for 3 hours. The mixture is then poured into water and extracted 3 times with 1 liter portion of ether. The ether extracts are combined and dried over magnesium sulfate. Removal of the drying agent and solvent leaves a dark solid... Yields the product CC(=O)Nc1ccc2cn(-c3nccc(Nc4ccc(Cl)cc4)n3)nc2c1. Reaction SMILES: [CH3:27][C:28](=[O:29])[O:30][C:31](=[O:32])[CH3:33].[CH3:34][C:35](=[O:36])[OH:37].[Cl:1][c:2]1[cH:3][cH:4][c:5]([NH:8][c:9]2[n:10][c:11](-[n:15]3[n:16][c:17]4[cH:18][c:19]([N+:24]([O-:25])=[O:26])[cH:20][cH:21][c:22]4[cH:23]3)[n:12][cH:13][cH:14]2)[cH:6][cH:7]1.[Fe:38]>>[Cl:1][c:2]1[cH:3][cH:4][c:5]([NH:8][c:9]2[n:10][c:11](-[n:15]3[n:16][c:17]4[cH:18][c:19]([NH:24][C:28]([CH3:27])=[O:29])[cH:20][cH:21][c:22]4[cH:23]3)[n:12][cH:13][cH:14]2)[cH:6][cH:7]1. Starting materials: CC(=O)OC(C)=O, CC(=O)O, O=[N+]([O-])c1ccc2cn(-c3nccc(Nc4ccc(Cl)cc4)n3)nc2c1, [Fe]. The reactants are C1(CC1)N1C=C(C(C2=CC(=C(C(=C12)OC)N1CCC(CC1)NC1CCNCC1)F)=O)C(=O)O (1-cyclopropyl-6-fluoro-8-methoxy-4-oxo-7-[4-(piperidin-4-ylamino)-piperidin-1-yl]-1,4-dihydro-quinoline-3-carboxylic acid), C(C)(C)(C)OC(=O)N1CCC(CC1)N(CCN(C)C)CC1CN(CC1)C1=C(C=C2C(C(=CN(C2=C1OC)C1CC1)C(=O)O)=O)F (7-(3-{[(1-tert-butoxycarbonyl-piperidin-4-yl)-(2-dimethylamino-ethyl)-amino]-methyl}-pyrrolidin-1-yl)-1-cyclopropyl-6-fluoro-8-methoxy-4-oxo-1,4-dihydro-quinoline-3-carboxylic acid). The product is C1(CC1)N1C=C(C(C2=CC(=C(C(=C12)OC)N1CC(CC1)CN(C1CCNCC1)CCN(C)C)F)=O)C(=O)O (1-Cyclopropyl-7-(3-{[(2-dimethylamino-ethyl)-piperidin-4-yl-amino]-methyl }-pyrrolidin-1-yl)-6-fluoro-8-methoxy-4-oxo-1,4-dihydro-quinoline-3-carboxylic acid). Reaction SMILES: C1(N2C3C(=CC(F)=C(N4CCC(NC5CCNCC5)CC4)C=3OC)C(=O)C(C(O)=O)=C2)CC1.C(OC([N:41]1[CH2:46][CH2:45][CH:44]([N:47]([CH2:53][CH:54]2[CH2:58][CH2:57][N:56]([C:59]3[C:68]([O:69][CH3:70])=[C:67]4[C:62]([C:63](=[O:77])[C:64]([C:74]([OH:76])=[O:75])=[CH:65][N:66]4[CH:71]4[CH2:73][CH2:72]4)=[CH:61][C:60]=3[F:78])[CH2:55]2)[CH2:48][CH2:49][N:50]([CH3:52])[CH3:51])[CH2:43][CH2:42]1)=O)(C)(C)C>>[CH:71]1([N:66]2[C:67]3[C:62](=[CH:61][C:60]([F:78])=[C:59]([N:56]4[CH2:57][CH2:58][CH:54]([CH2:53][N:47]([CH2:48][CH2:49][N:50]([CH3:52])[CH3:51])[CH:44]5[CH2:45][CH2:46][NH:41][CH2:42][CH2:43]5)[CH2:55]4)[C:68]=3[O:69][CH3:70])[C:63](=[O:77])[C:64]([C:74]([OH:76])=[O:75])=[CH:65]2)[CH2:73][CH2:72]1. Reported procedure: The title compound was prepared by using the same procedure as described for the preparation of 1-cyclopropyl-6-fluoro-8-methoxy-4-oxo-7-[4-(piperidin-4-ylamino)-piperidin-1-yl]-1,4-dihydro-quinoline-3-carboxylic acid in Example 4, Step 3 except 7-(3-{[(1-tert-butoxycarbonyl-piperidin-4-yl)-(2-dimethylamino-ethyl)-amino]-methyl}-pyrrolidin-1-yl)-1-cyclopropyl-6-fluoro-8-methoxy-4-oxo-1,4-dihydro-quinoline-3-carboxylic acid was used in place of 7-[4-(1-tert-butoxycarbonyl-piperidin-4-ylamino)-pip... Reactants: C(=C)OCC (ethyl vinyl ether), acetylsilanes, monochlorosilanes, solution, C(C)(C)(C)[Li] (tert-butyl lithium), CCCCC (pentane), Cl[SiH2]C(C1CC1)C1CC1 (chloro(dicyclopropyl)methyl-silane). Run in C1CCOC1 (THF), O (water). Reaction conditions: temperature 0 celsius, time 16 hour. Yields the product C1(CC1)[SiH](CC(=C)OCC)C1CC1 (dicyclopropyl(1-ethoxyvinyl)methylsilane). Reaction SMILES: [C:1]([Li])([CH3:4])(C)[CH3:2].CC[CH2:8][CH2:9][CH3:10].[CH:11]([O:13]CC)=[CH2:12].Cl[SiH2:17][CH:18]([CH:22]1[CH2:24]C1)C1CC1>C1COCC1.O>[CH:4]1([SiH:17]([CH:10]2[CH2:9][CH2:8]2)[CH2:18][C:22]([O:13][CH2:11][CH3:12])=[CH2:24])[CH2:1][CH2:2]1. Reported procedure: Representative procedure for the preparation of acetylsilanes from monochlorosilanes: Under an atmosphere of argon, a 1.6 M solution of tert-butyl lithium in pentane (3.88 ml, 6.21 mmol) was added during 30 min. dropwise with stirring at −78° C. to a solution of ethyl vinyl ether (500 mg, 6.93 mmol) in THF (30 ml). The reaction mixture was then allowed to warm to 0° C. over a period of 3 h. At −50° C., chloro(dicyclopropyl)methyl-silane (1.00 g, 6.22 mmol) was then added in one single portion. A... Reaction SMILES: [CH3:12][N:13]([CH2:14][CH2:15][Cl:16])[CH3:17].[CH3:20][N:21]([CH3:22])[CH:23]=[O:24].[ClH:11].[H-:18].[Na+:19].[OH2:25].[s:1]1[cH:2][cH:3][c:4]2[c:5]1[c:6](=[O:10])[nH:7][cH:8][cH:9]2>>[s:1]1[cH:2][cH:3][c:4]2[c:5]1[c:6](=[O:10])[n:7]([CH2:15][CH2:14][N:13]([CH3:12])[CH3:17])[cH:8][cH:9]2. The reactants are CN(C)CCCl, CN(C)C=O, Cl, [H-], [Na+], O, O=c1[nH]ccc2ccsc12. The product is CN(C)CCn1ccc2ccsc2c1=O. Starting materials: S1C=CC=C1 (thiophene), NC1=C(C=O)C=C(C=C1)C(C1=CC=CC=C1)=O (2-amino-5-benzoylbenzaldehyde), NCCNC(=O)C1CCCCC1 (cyclohexanecarboxylic acid (2-amino-ethyl)-amide). The reagents and catalysts are [Pd] (Pd/C). Run in CO (methanol). Product: NC1=C(CNCCNC(=O)C2CCCCC2)C=C(C=C1)C(C1=CC=CC=C1)=O (Cyclohexanecarboxylic acid [2-(2-amino-5-benzoyl-benzylamino)-ethyl]-amide). As a reaction SMILES: [NH2:1][C:2]1[CH:9]=[CH:8][C:7]([C:10](=[O:17])[C:11]2[CH:16]=[CH:15][CH:14]=[CH:13][CH:12]=2)=[CH:6][C:3]=1[CH:4]=O.[NH2:18][CH2:19][CH2:20][NH:21][C:22]([CH:24]1[CH2:29][CH2:28][CH2:27][CH2:26][CH2:25]1)=[O:23].S1C=CC=C1>CO.[Pd]>[NH2:1][C:2]1[CH:9]=[CH:8][C:7]([C:10](=[O:17])[C:11]2[CH:16]=[CH:15][CH:14]=[CH:13][CH:12]=2)=[CH:6][C:3]=1[CH2:4][NH:18][CH2:19][CH2:20][NH:21][C:22]([CH:24]1[CH2:29][CH2:28][CH2:27][CH2:26][CH2:25]1)=[O:23]. Reported procedure: A mixture of 2-amino-5-benzoylbenzaldehyde (0.007 mol) and cyclohexanecarboxylic acid (2-amino-ethyl)-amide (0.007 mol) in methanol was hydrogenated at 50° C. with 10% Pd/C (0.5 g) as a catalyst in the presence of thiophene solution (1 mL). After uptake of H2 gas (1 equiv.) the catalyst was filtered off and the solvent evaporated. The residue was purified by column chromatography over silica gel (Biotage column) (eluent:CH2Cl2:methanol gradient). The desired fractions were collected and the solv... Reactants: FC=1C=2C=C3N(C2C=CC1)COC1=C3N=C(C=C1)C=1C(=CC3=C(C(=C(O3)C3=CC=C(C=C3)F)C(=O)N)C1)N(S(=O)(=O)C)C (5-(11-fluoro-6H-pyrido[2′,3′:5,6][1,3]oxazino[3,4-a]indol-2-yl)-2-(4-fluorophenyl)-6-(N-methylmethylsulfonamido)benzofuran-3-carboxamide). The solvent is CN(C)C(OC)OC (DMF-DMA). Product: CN(C)\C=N/C(=O)C1=C(OC2=C1C=C(C(=C2)N(S(=O)(=O)C)C)C=2C=CC1=C(C=3N(C=4C=CC=C(C4C3)F)CO1)N2)C2=CC=C(C=C2)F ((Z)—N-((dimethylamino)methylene)-5-(11-fluoro-6H-pyrido[2′,3′:5,6][1,3]oxazino[3,4-a]indol-2-yl)-2-(4-fluorophenyl)-6-(N-methylmethylsulfonamido)benzofuran-3-carboxamide). RXN SMILES: [F:1][C:2]1[C:3]2[CH:4]=[C:5]3[C:14]4[N:15]=[C:16]([C:19]5[C:20]([N:38]([CH3:43])[S:39]([CH3:42])(=[O:41])=[O:40])=[CH:21][C:22]6[O:26][C:25]([C:27]7[CH:32]=[CH:31][C:30]([F:33])=[CH:29][CH:28]=7)=[C:24]([C:34]([NH2:36])=[O:35])[C:23]=6[CH:37]=5)[CH:17]=[CH:18][C:13]=4[O:12][CH2:11][N:6]3[C:7]=2[CH:8]=[CH:9][CH:10]=1>CN(C(OC)OC)C>[CH3:5][N:6](/[CH:11]=[N:36]\[C:34]([C:24]1[C:23]2[CH:37]=[C:19]([C:16]3[CH:17]=[CH:18][C:13]4[O:12][CH2:11][N:6]5[C:7]6[CH:8]=[CH:9][CH:10]=[C:2]([F:1])[C:3]=6[CH:4]=[C:5]5[C:14]=4[N:15]=3)[C:20]([N:38]([CH3:43])[S:39]([CH3:42])(=[O:41])=[O:40])=[CH:21][C:22]=2[O:26][C:25]=1[C:27]1[CH:28]=[CH:29][C:30]([F:33])=[CH:31][CH:32]=1)=[O:35])[CH3:7]. Procedure details: To a solution of 5-(11-fluoro-6H-pyrido[2′,3′:5,6][1,3]oxazino[3,4-a]indol-2-yl)-2-(4-fluorophenyl)-6-(N-methylmethylsulfonamido)benzofuran-3-carboxamide (80 mg, 0.13 mmol) in DMF-DMA (2 mL) was stirred at 120° C. for 2 hour. The reaction mixture was concentrated in vacuo and the resulting residue was used to the next step without further purification. 1H-NMR (CDCl3, 400 MHz) δ 8.66 (s, 2H), 8.10˜8.15 (m, 2H), 7.63 (s, 1H), 7.58 (d, J=8.4 Hz, 1H), 7.48 (d, J=8.4 Hz, 1H), 7.10˜7.24 (m, 5H), 6.82˜...